From a dataset of the Open Reaction Database (ORD), a public repository of structured organic reaction records. describe an organic reaction: reactants, conditions, products, and yield Reaction conditions: time 18 hour. Solvent: C(C)#N (acetonitrile), C(C)(=O)OCC (ethyl acetate). Reactants: C[Si](C)(C)I (Trimethylsilyl iodide), COC[C@@H](OC=1C=C(C(=O)NC2=NN(C=C2)C)C=C(C1)OC1=CC=C(C=C1)C1=NNC=C1)C (3-[(1S)-2-methoxy-1-methylethoxy]-N-(1-methyl-1H-pyrazol-3-yl)-5-[4-(1H-pyrazol-3-yl)phenoxy]benzamide). Reaction SMILES: C[Si](I)(C)C.C[O:7][CH2:8][C@H:9]([CH3:38])[O:10][C:11]1[CH:12]=[C:13]([CH:23]=[C:24]([O:26][C:27]2[CH:32]=[CH:31][C:30]([C:33]3[CH:37]=[CH:36][NH:35][N:34]=3)=[CH:29][CH:28]=2)[CH:25]=1)[C:14]([NH:16][C:17]1[CH:21]=[CH:20][N:19]([CH3:22])[N:18]=1)=[O:15]>C(#N)C.C(OCC)(=O)C>[OH:7][CH2:8][C@H:9]([CH3:38])[O:10][C:11]1[CH:12]=[C:13]([CH:23]=[C:24]([O:26][C:27]2[CH:32]=[CH:31][C:30]([C:33]3[CH:37]=[CH:36][NH:35][N:34]=3)=[CH:29][CH:28]=2)[CH:25]=1)[C:14]([NH:16][C:17]1[CH:21]=[CH:20][N:19]([CH3:22])[N:18]=1)=[O:15]. The yield is 82.4%. Product: OC[C@@H](OC=1C=C(C(=O)NC2=NN(C=C2)C)C=C(C1)OC1=CC=C(C=C1)C1=NNC=C1)C (3-[(1S)-2-Hydroxy-1-methylethoxy]-N-(1-methyl-1H-pyrazol-3-yl)-5-[4-(1H-pyrazol-3-yl)phenoxy]benzamide). Procedure: Trimethylsilyl iodide (0.080 mL, 0.559 mmol) was added to a solution of 3-[(1S)-2-methoxy-1-methylethoxy]-N-(1-methyl-1H-pyrazol-3-yl)-5-[4-(1H-pyrazol-3-yl)phenoxy]benzamide (50 mg, 0.112 mmol) in acetonitrile (2 mL) and the reaction mixture allowed to stir at RT for 18 hours. The reaction was diluted with ethyl acetate (15 mL) and quenched by the addition of saturated aqueous sodium bicarbonate solution (20 mL). The organic phase was washed with saturated aqueous thiosulphate solution (20 mL) ... Reactants: [N+](=O)(O)[O-] (nitric acid), Cl (hydrochloric acid), 3-(2,6-dimethyl-4-pyridinyl)acetanilide, C(C)(=O)NC=1C=C(C=CC1[N+](=O)[O-])C1=CC(=NC(=C1)C)C (4-(3-acetylamino-4-nitrophenyl)-2,6-dimethylpyridine). Yields the product NC=1C=C(C=CC1[N+](=O)[O-])C1=CC(=NC(=C1)C)C (4-(3-amino-4-nitrophenyl)-2,6-dimethylpyridine). As a reaction SMILES: [N+]([O-])(O)=O.C([NH:8][C:9]1[CH:10]=[C:11]([C:18]2[CH:23]=[C:22]([CH3:24])[N:21]=[C:20]([CH3:25])[CH:19]=2)[CH:12]=[CH:13][C:14]=1[N+:15]([O-:17])=[O:16])(=O)C.Cl>>[NH2:8][C:9]1[CH:10]=[C:11]([C:18]2[CH:19]=[C:20]([CH3:25])[N:21]=[C:22]([CH3:24])[CH:23]=2)[CH:12]=[CH:13][C:14]=1[N+:15]([O-:17])=[O:16]. Procedure details: 4-(3-Amino-4-nitrophenyl)-2,6-dimethylpyridine was prepared in two steps by first nitrating (with 45 ml. of concentrated nitric acid) 10 g. of 3-(2,6-dimethyl-4-pyridinyl)acetanilide using the procedure given above in the second paragraph of Example A-3 to produce 5.2 g. of 4-(3-acetylamino-4-nitrophenyl)-2,6-dimethylpyridine and hydrolyzing the latter compound (41.2 g.) with 6 N aqueous hydrochloric acid to produce 4-(3-amino-4-nitrophenyl)-2,6-dimethylpyridine (34.2 g.), m.p. 226°-229° C. The reactants are [N+](=O)([O-])C=1C=C(CO)C=CC1 (3-nitrobenzyl alcohol), [NH4+].[Cl-] (NH4Cl). The reagents and catalysts are [Zn] (zinc). The solvent is C(C)O (ethanol). Reaction conditions: time 50 minute. Yields the product OCC=1C=C(C=CC1)NO (N-(3-Hydroxymethylphenyl)hydroxylamine). Reaction SMILES: [N+:1]([C:4]1[CH:5]=[C:6]([CH:9]=[CH:10][CH:11]=1)[CH2:7][OH:8])([O-])=[O:2].[NH4+].[Cl-]>C(O)C.[Zn]>[OH:8][CH2:7][C:6]1[CH:5]=[C:4]([NH:1][OH:2])[CH:11]=[CH:10][CH:9]=1 |f:1.2|. Procedure details: To a solution of 3-nitrobenzyl alcohol (90) (1.53 g, 10 mmol) and NH4Cl (1.3 g, 24.3 mmol) in 86% aqueous ethanol (88 mL) was added zinc powder (2.6 g, 39.8 mmol). The resulting mixture was stirred vigorously at room temperature for 50 min. The mixture was filtered, and the solvent was poured into dichloromethane (450 mL). The solution was washed with water (10 mL) and dried (MgSO4), and the solvent was concentrated to about 15 mL with a rotary evaporator. The resulting solution was used in subs... Reactants: Cl (hydrochloric acid), C(C)(=O)C1C(C2=CC=CC=C2C1)=O (2-Acetyl-1-indanone), C([O-])([O-])=O.[K+].[K+] (potassium carbonate), BrCCC(=O)OCC (ethyl 3-bromopropionate). The solvent is O (Water), CN(C=O)C (N,N-dimethylformamide). Run at temperature 52.5 celsius, time 20 minute. Yields the product C(C)OC(CCC1(C(C2=CC=CC=C2C1)=O)C(C)=O)=O (3-(2-Acetyl-1-oxoindan-2-yl)propionic Acid Ethyl Ester). Reaction SMILES: [C:1]([CH:4]1[CH2:12][C:11]2[C:6](=[CH:7][CH:8]=[CH:9][CH:10]=2)[C:5]1=[O:13])(=[O:3])[CH3:2].C(=O)([O-])[O-].[K+].[K+].Br[CH2:21][CH2:22][C:23]([O:25][CH2:26][CH3:27])=[O:24].Cl>O.CN(C)C=O>[CH2:26]([O:25][C:23](=[O:24])[CH2:22][CH2:21][C:4]1([C:1](=[O:3])[CH3:2])[CH2:12][C:11]2[C:6](=[CH:7][CH:8]=[CH:9][CH:10]=2)[C:5]1=[O:13])[CH3:27] |f:1.2.3|. Reported procedure: 2-Acetyl-1-indanone (15 g, cf. Liebigs Ann. Chem. 347 (1906) 112) was added into a mixture of potassium carbonate (8.5 g) and dry N,N-dimethylformamide (45 ml). The mixture was stirred at 50-55° C. for 20 minutes and ethyl 3-bromopropionate (19 g) was then added and the stirring was continued at 50-55° C. for 6 hours. Water (60 ml) was added to the reaction mixture and the pH of the solution was adjusted to 2-3 with hydrochloric acid. The mixture was stirred at 50-55° C. for one hour. The cooled...